Dataset: the Open Reaction Database (ORD), a public repository of structured organic reaction records. Task: describe an organic reaction: reactants, conditions, products, and yield Starting materials: methyl 8-isopropylquinolone-2-carboxylate, N1=C(C=CC=C1C)C (2,6-lutidine), ClCCl (dichloromethane), [Cl-].[NH4+] (ammonium chloride), C(C)(=O)OCC.CCCCCC (ethyl acetate n-hexane), FC(S(=O)(=O)OS(=O)(=O)C(F)(F)F)(F)F (Trifluoromethanesulfonic anhydride). Reagents/catalysts: CN(C1=CC=NC=C1)C (4-dimethylaminopyridine). Run at time 24 hour. Product: FC(S(=O)(=O)OC1=CC(=NC2=C(C=CC=C12)C(C)C)C(=O)OC)(F)F (Methyl 4-trifluromethanesulfonyloxy-8-isopropylquinoline-2-carboxylate). As a reaction SMILES: N1[C:6]([CH3:7])=[CH:5][CH:4]=[CH:3][C:2]=1[CH3:8].[F:9][C:10]([F:23])([F:22])[S:11]([O:14]S(C(F)(F)F)(=O)=O)(=[O:13])=[O:12].[Cl-].[NH4+:25].[C:26]([O:29][CH2:30]C)(=[O:28])C.CC[CH2:34][CH2:35][CH2:36][CH3:37].Cl[CH2:39]Cl>CN(C)C1C=CN=CC=1>[F:9][C:10]([F:23])([F:22])[S:11]([O:14][C:3]1[C:4]2[C:34](=[C:35]([CH:36]([CH3:37])[CH3:39])[CH:7]=[CH:6][CH:5]=2)[N:25]=[C:8]([C:26]([O:29][CH3:30])=[O:28])[CH:2]=1)(=[O:13])=[O:12] |f:2.3,4.5|. Procedure details: In 100 ml of dichloromethane were dissolved 4.2 g of methyl 8-isopropylquinolone-2-carboxylate, 3 ml of 2,6-lutidine and 209 mg of 4-dimethylaminopyridine under a nitrogen gas stream. Trifluoromethanesulfonic anhydride (3.2 ml) was added dropwise to the resulting solution at 0° C., followed by stirring at room temperature for 24 hours. A saturated aqueous solution of ammonium chloride was added to the reaction mixture and the resulting mixture was extracted with dichloromethane. The organic laye... Reactants: COc1c(Br)cc(Cl)cc1C=O, ClCCl, O=C(OO)c1cccc(Cl)c1. Product: COc1c(O)cc(Cl)cc1Br. RXN SMILES: [Br:1][c:2]1[c:3]([O:11][CH3:12])[c:4]([CH:5]=[O:6])[cH:7][c:8]([Cl:10])[cH:9]1.[Cl:24][CH2:25][Cl:26].[OH:13][O:14][C:15]([c:16]1[cH:17][c:18]([Cl:19])[cH:20][cH:21][cH:22]1)=[O:23]>>[Br:1][c:2]1[c:3]([O:11][CH3:12])[c:4]([OH:13])[cH:7][c:8]([Cl:10])[cH:9]1. Reactants: BrC1=C(C#N)C=C(C=C1C#N)C#N (2-bromo-3,5-dicyanobenzonitrile), C[S-].[Na+] (sodium thiomethylate). The product is C(#N)C=1C(=C(C#N)C=C(C1)C#N)S (3,5-dicyano-2-mercaptobenzonitrile). Reaction SMILES: Br[C:2]1[C:9]([C:10]#[N:11])=[CH:8][C:7]([C:12]#[N:13])=[CH:6][C:3]=1[C:4]#[N:5].C[S-:15].[Na+]>>[C:4]([C:3]1[C:2]([SH:15])=[C:9]([CH:8]=[C:7]([C:12]#[N:13])[CH:6]=1)[C:10]#[N:11])#[N:5] |f:1.2|. Reported procedure: If the procedure described in Preparation LV is followed starting from 6 g (26.10-3 mol) of 2-bromo-3,5-dicyanobenzonitrile and 6 g (86.10-3 mol) of sodium thiomethylate, 6 g (quantitative yield) of the expected product are obtained in the form of an oil. The reactants are C(C=C)Br (allyl bromide), C([O-])([O-])=O.[K+].[K+] (potassium carbonate), ClC=1C(NN=C(C1NCC1=CC(=C(C=C1)OC)OCCC)[N+](=O)[O-])=O (4-chloro-5-(3-n-propoxy-4-methoxybenzylamino)-6-nitro-3(2H)pyridazinone). The solvent is C(C)C(=O)C (methyl ethyl ketone). Reaction conditions: time 1.5 hour. Product: C(C=C)N1N=C(C(=C(C1=O)Cl)NCC1=CC(=C(C=C1)OC)OCCC)[N+](=O)[O-] (2-(2-propenyl)-4-chloro-5-(3-n-propoxy-4-methoxybenzylamino)-6-nitro-3(2H)pyridazinone). RXN SMILES: [Cl:1][C:2]1[C:3](=[O:25])[NH:4][N:5]=[C:6]([N+:22]([O-:24])=[O:23])[C:7]=1[NH:8][CH2:9][C:10]1[CH:15]=[CH:14][C:13]([O:16][CH3:17])=[C:12]([O:18][CH2:19][CH2:20][CH3:21])[CH:11]=1.[CH2:26](Br)[CH:27]=[CH2:28].C(=O)([O-])[O-].[K+].[K+]>C(C(C)=O)C>[CH2:28]([N:4]1[C:3](=[O:25])[C:2]([Cl:1])=[C:7]([NH:8][CH2:9][C:10]2[CH:15]=[CH:14][C:13]([O:16][CH3:17])=[C:12]([O:18][CH2:19][CH2:20][CH3:21])[CH:11]=2)[C:6]([N+:22]([O-:24])=[O:23])=[N:5]1)[CH:27]=[CH2:26] |f:2.3.4|. Procedure: A mixture comprising 500 mg of 4-chloro-5-(3-n-propoxy-4-methoxybenzylamino)-6-nitro-3(2H)pyridazinone (Compound No. 22) prepared in Example 2, 820 mg of allyl bromide, 937 mg of anhydrous potassium carbonate and 25 ml of methyl ethyl ketone, was refluxed under stirring for 1.5 hours. The solvent was distilled off under reduced pressure, water was added to the residue thereby obtained, the mixture was extracted with diethyl ether. The extract was washed with a saturated sodium chloride aqueous s... Reactants: OC(C)(C)C(C)(C)O (pinacol), B(OC(C)C)(OC(C)C)OC(C)C (tri-isopropyl borate), S1C=CC=2C=NC=CC21 (thieno[3,2-c]pyridine), C(CCC)[Li] (n-butyl lithium), solution, Cl (hydrochloric acid). Solvent: O1CCOCC1 (1,4-dioxane), C(C)OCC (diethyl ether), O1CCCC1 (tetrahydrofuran), hexanes. Conditions: temperature -72.5 celsius, time 2 hour. Product: CC1(OB(OC1(C)C)C1=CC=2C=NC=CC2S1)C (2-(4,4,5,5-tetramethyl-[1,3,2]dioxaborolan-2-yl)-thieno[3,2-c]pyridine). Yield: 82.7%. As a reaction SMILES: [S:1]1[C:9]2[CH:8]=[CH:7][N:6]=[CH:5][C:4]=2[CH:3]=[CH:2]1.C([Li])CCC.[B:15]([O:24][CH:25]([CH3:27])[CH3:26])([O:20][CH:21]([CH3:23])[CH3:22])OC(C)C.OC(C(O)(C)C)(C)C.Cl>O1CCCC1.C(OCC)C.O1CCOCC1>[CH3:27][C:25]1([CH3:26])[C:21]([CH3:22])([CH3:23])[O:20][B:15]([C:2]2[S:1][C:9]3[CH:8]=[CH:7][N:6]=[CH:5][C:4]=3[CH:3]=2)[O:24]1. Procedure: To a −70° C. solution of thieno[3,2-c]pyridine (21.6 g) in 400 mL of dry tetrahydrofuran under nitrogen gas was added n-butyl lithium (99.9 ml of a 1.6 molar solution in hexanes) over about 15-20 minutes keeping the temperature below −65° C. The solution became cloudy and dark brown. After 45 minutes tri-isopropyl borate (33.06 g) was added and the mixture became homogeneous. The mixture was stirred at −70 to −75° C. for 2 hours. The mixture was allowed to warm to −30° C., then a solution of pin... The reactants are OC1=CC=C(C(=O)O)C=C1 (4-Hydroxy benzoic acid), C1(=CC=CC=C1)O (phenol), CS(=O)(=O)O (methane sulphonic acid). The solvent is C1CCCCC1 (cyclohexane). Product: OC1=CC=C(C(=O)C2=CC=C(C=C2)O)C=C1 (4,4'-dihydroxy-benzophenone). Yield: 70.0%. Reaction SMILES: [OH:1][C:2]1[CH:10]=[CH:9][C:5]([C:6](O)=[O:7])=[CH:4][CH:3]=1.[C:11]1([OH:17])[CH:16]=[CH:15][CH:14]=[CH:13][CH:12]=1.CS(O)(=O)=O>C1CCCCC1>[OH:17][C:11]1[CH:16]=[CH:15][C:14]([C:6]([C:5]2[CH:9]=[CH:10][C:2]([OH:1])=[CH:3][CH:4]=2)=[O:7])=[CH:13][CH:12]=1. Reported procedure: 4-Hydroxy benzoic acid (13.8 g; 0.10 mole), phenol (10.3 g; 0.11 mole), 98% methane sulphonic acid (50 ml; 75.5 g; 0.8 mole) and cyclohexane (10 ml) were mixed and heated to reflux temperature. The solution was refluxed for 12 hours using a Dean and Stark apparatus (no sampling). The reaction mixture was worked up to give 4,4'-dihydroxy-benzophenone in 70% yield. Starting materials: C(#C)[C@H]1C[C@H](CCC1)NC(OC(C)(C)C)=O (tert-butyl ((1S,3R)-3-ethynylcyclohexyl)carbamate), solution, Cl (hydrochloric acid). The solvent is O1CCOCC1 (1,4-dioxane). Run at time 1 hour. Yields the product C(#C)[C@H]1C[C@H](CCC1)N ((1S,3R)-3-ethynylcyclohexaneamine), Cl (hydrochloride). As a reaction SMILES: [C:1]([C@@H:3]1[CH2:8][CH2:7][CH2:6][C@H:5]([NH:9]C(=O)OC(C)(C)C)[CH2:4]1)#[CH:2].[ClH:17]>O1CCOCC1>[C:1]([C@@H:3]1[CH2:8][CH2:7][CH2:6][C@H:5]([NH2:9])[CH2:4]1)#[CH:2].[ClH:17]. Reported procedure: To tert-butyl ((1S,3R)-3-ethynylcyclohexyl)carbamate (P0, 1.4 g), a 4.0 mol/L solution of hydrochloric acid in 1,4-dioxane (30 mL) was added at room temperature, and the mixture was stirred at room temperature for 1 hour. The solvent was evaporated under reduced pressure to obtain (1S,3R)-3-ethynylcyclohexaneamine (U1) hydrochloride as white solid. As a reaction SMILES: C([Li])CCC.C(NC(C)C)(C)C.[F:13][C:14]1[CH:19]=[CH:18][CH:17]=[C:16]([F:20])[N:15]=1.[C:21](=[O:23])=[O:22]>C1COCC1.C(OCC)C.O>[F:20][C:16]1[N:15]=[C:14]([F:13])[CH:19]=[CH:18][C:17]=1[C:21]([OH:23])=[O:22]. Solvent: O1CCCC1 (tetrahydrofuran), C1CCOC1 (THF), O1CCCC1 (tetrahydrofuran), C(C)OCC (diethyl ether), O (Water). Conditions: temperature -78 celsius. Reactants: FC1=NC(=CC=C1)F (2,6-difluoropyridine), C(CCC)[Li] (n-butyl lithium), C(C)(C)NC(C)C (diisopropylamine), C(=O)=O (dry ice). Product: FC1=C(C(=O)O)C=CC(=N1)F (2,6-difluoronicotinic acid). Procedure details: A solution of n-butyl lithium in THF (2.62 M, 29.1 mL) was added dropwise to a solution of diisopropylamine (11.7 mL) in tetrahydrofuran (310 mL) under ice-cooling in a nitrogen atmosphere. The reaction solution was stirred under ice-cooling for one hour and then cooled to −78° C. A solution of 2,6-difluoropyridine (8 g) in tetrahydrofuran (10 mL) was added dropwise to the reaction solution. The reaction solution was stirred at −0.78° C. for three hours. Then, an excess amount of crushed dry ice... The reactants are Cl (HCl), ClC=1C=CC=2N(N1)C=CN2 (6-chloroimidazo[1,2-b]pyridazine), NCC1=NC=CC=C1 (2-(aminomethyl)pyridine), Cl (HCl). The solvent is CCOCC (Et2O). Yields the product Cl.N1=C(C=CC=C1)CNC=1C=CC=2N(N1)C=CN2 (N-(Pyridin-2-ylmethyl)imidazo[1,2-b]pyridazin-6-amine hydrochloride). Isolated yield 40.0%. As a reaction SMILES: [Cl:1][C:2]1[CH:3]=[CH:4][C:5]2[N:6]([CH:8]=[CH:9][N:10]=2)[N:7]=1.[NH2:11][CH2:12][C:13]1[CH:18]=[CH:17][CH:16]=[CH:15][N:14]=1.Cl>CCOCC>[ClH:1].[N:14]1[CH:15]=[CH:16][CH:17]=[CH:18][C:13]=1[CH2:12][NH:11][C:2]1[CH:3]=[CH:4][C:5]2[N:6]([CH:8]=[CH:9][N:10]=2)[N:7]=1 |f:4.5|. Procedure details: Prepared from 6-chloroimidazo[1,2-b]pyridazine (4) and 2-(aminomethyl)pyridine according to general procedure 2. The free-base was converted to the HCl salt with 2N HCl in Et2O to provide the title compound (135 mg, 40%) as a white solid; 1H NMR (500 MHz, CD3OD) δ 8.68-8.67 (m, 1H), 8.27 (dt, J=1.5, 9.4 Hz, 1H), 8.03 (d, J=10 Hz, 1H), 7.99-7.98 (m, 1H), 7.90-7.87 (m, 2H), 7.72 (t, J=6.5 Hz, 1H), 7.40 (d, J=10 Hz, 1H), 4.80 (s, J=Hz, 2H); 13C NMR (75 MHz, CD3OD) δ 157.2, 156.8, 145.7, 144.4, 134.... Reactants: ClC=1C=NC2=CC=C(C=C2C1CCCC1(CCN(CC1)CCSC1CCCC1)C(=O)OCC)OC (ethyl 4-[3-(3-chloro-6-methoxyquinolin-4-yl)propyl]-1-[2-(cyclopentylthio)ethyl]-piperidine-4-carboxylate), Cl (hydrochloric acid). Run in ClCCl.CO (dichloromethane methanol), mixture. Reaction conditions: temperature 100 celsius, time 5 hour. The product is Cl.Cl.ClC=1C=NC2=CC=C(C=C2C1CCCC1(CCN(CC1)CCSC1CCCC1)C(=O)O)OC (4-[3-(3-chloro-6-methoxyquinolin-4-yl)propyl]-1-[2-(cyclopentylthio)ethyl]piperidine-4-carboxylic acid dihydrochloride). RXN SMILES: [Cl:1][C:2]1[CH:3]=[N:4][C:5]2[C:10]([C:11]=1[CH2:12][CH2:13][CH2:14][C:15]1([C:29]([O:31]CC)=[O:30])[CH2:20][CH2:19][N:18]([CH2:21][CH2:22][S:23][CH:24]3[CH2:28][CH2:27][CH2:26][CH2:25]3)[CH2:17][CH2:16]1)=[CH:9][C:8]([O:34][CH3:35])=[CH:7][CH:6]=2.[ClH:36]>ClCCl.CO>[ClH:1].[ClH:36].[Cl:1][C:2]1[CH:3]=[N:4][C:5]2[C:10]([C:11]=1[CH2:12][CH2:13][CH2:14][C:15]1([C:29]([OH:31])=[O:30])[CH2:20][CH2:19][N:18]([CH2:21][CH2:22][S:23][CH:24]3[CH2:25][CH2:26][CH2:27][CH2:28]3)[CH2:17][CH2:16]1)=[CH:9][C:8]([O:34][CH3:35])=[CH:7][CH:6]=2 |f:2.3,4.5.6|. Procedure details: A mixture of 0.55 g of ethyl 4-[3-(3-chloro-6-methoxyquinolin-4-yl)propyl]-1-[2-(cyclopentylthio)ethyl]-piperidine-4-carboxylate in 8 cm3 of aqueous 6 N hydrochloric acid was heated at a temperature in the region of 100° C., with stirring and under an inert atmosphere, for 5 hours. After stirring for 18 hours at a temperature in the region of 20° C., the solution obtained was concentrated under reduced pressure (5 kPa) at a temperature in the region of 40° C. The evaporation residue obtained was...